Task: describe an organic reaction: reactants, conditions, products, and yield. Dataset: the Open Reaction Database (ORD), a public repository of structured organic reaction records Product: C(C)(C)(C)OC(NC1CCN(CC1)CCC#N)=O ([1-(2-cyano-ethyl)-piperidin-4-yl]-carbamic acid tert-butyl ester). Conditions: temperature 25 celsius, time 3.5 hour. Reagents/catalysts: C(C)N(CC)CC (triethylamine). Run in C(C)O (ethanol). Procedure: Acrylonitrile (3.6 ml, 55.0 mmol) and triethylamine (2 drops) were added sequentially to a solution of piperidin-4-yl-carbamic acid tert-butyl ester (10 g, 50.0 mmol) in ethanol (100 ml) at 25° C. The reaction mixture was stirred at 25° C. for 3.5 h, then was concentrated under reduced pressure to afford crude [1-(2-cyano-ethyl)-piperidin-4-yl]-carbamic acid tert-butyl ester as a white solid. TLC: 5% CH3OH in CH2Cl2, Rf=0.56; 1H NMR (400 MHz, CDCl3) δ 4.42 (s, 1H), 3.45 (s, 1H), 2.82 (d, J=11.8 ... Starting materials: C(C=C)#N (Acrylonitrile), C(C)(C)(C)OC(NC1CCNCC1)=O (piperidin-4-yl-carbamic acid tert-butyl ester). Reaction SMILES: [C:1](#[N:4])[CH:2]=[CH2:3].[C:5]([O:9][C:10](=[O:18])[NH:11][CH:12]1[CH2:17][CH2:16][NH:15][CH2:14][CH2:13]1)([CH3:8])([CH3:7])[CH3:6]>C(N(CC)CC)C.C(O)C>[C:5]([O:9][C:10](=[O:18])[NH:11][CH:12]1[CH2:17][CH2:16][N:15]([CH2:3][CH2:2][C:1]#[N:4])[CH2:14][CH2:13]1)([CH3:8])([CH3:6])[CH3:7]. Reactants: ClCCl, COc1ccc(S(=O)(=O)N(Cc2cccnc2)C(C(=O)O)C(C)C)cc1, CN1CCOCC1, COc1ccc(CON)cc1, CCN=C=NCCCN(C)C, Cl, Cl, O, On1nnc2ccccc21. The product is COc1ccc(CONC(=O)C(C(C)C)N(Cc2cccnc2)S(=O)(=O)c2ccc(OC)cc2)cc1. Reaction SMILES: [CH2:68]([Cl:69])[Cl:70].[CH3:2][O:3][c:4]1[cH:5][cH:6][c:7]([S:10](=[O:11])(=[O:12])[N:13]([CH:14]([C:15](=[O:16])[OH:17])[CH:18]([CH3:19])[CH3:20])[CH2:21][c:22]2[cH:23][n:24][cH:25][cH:26][cH:27]2)[cH:8][cH:9]1.[CH3:38][N:39]1[CH2:40][CH2:41][O:42][CH2:43][CH2:44]1.[CH3:45][O:46][c:47]1[cH:48][cH:49][c:50]([CH2:51][O:52][NH2:53])[cH:54][cH:55]1.[CH3:57][N:58]([CH2:59][CH2:60][CH2:61][N:62]=[C:63]=[N:64][CH2:65][CH3:66])[CH3:67].[ClH:1].[ClH:56].[OH2:71].[OH:28][n:29]1[c:30]2[cH:31][cH:32][cH:33][cH:34][c:35]2[n:36][n:37]1>>[CH3:2][O:3][c:4]1[cH:5][cH:6][c:7]([S:10](=[O:11])(=[O:12])[N:13]([CH:14]([C:15](=[O:16])[NH:53][O:52][CH2:51][c:50]2[cH:49][cH:48][c:47]([O:46][CH3:45])[cH:55][cH:54]2)[CH:18]([CH3:19])[CH3:20])[CH2:21][c:22]2[cH:23][n:24][cH:25][cH:26][cH:27]2)[cH:8][cH:9]1. Starting materials: CN(C=O)C (dimethylformamide), COC(C1=CC(=CC=C1)S)=O (3-mercapto-benzoic acid methyl ester), CC(C)([O-])C.[K+] (potassium t-butoxide), BrC1=NC=C(C=C1)Cl (2-bromo-5-chloro-pyridine). The solvent is O (water). Yields the product COC(C1=CC(=CC=C1)SC1=NC=C(C=C1)Cl)=O (3-(5-chloro-pyridin-2-ylsulfanyl)-benzoic acid methyl ester). The yield is 79.7%. RXN SMILES: CN(C)C=O.[CH3:6][O:7][C:8](=[O:16])[C:9]1[CH:14]=[CH:13][CH:12]=[C:11]([SH:15])[CH:10]=1.CC(C)([O-])C.[K+].Br[C:24]1[CH:29]=[CH:28][C:27]([Cl:30])=[CH:26][N:25]=1>O>[CH3:6][O:7][C:8](=[O:16])[C:9]1[CH:14]=[CH:13][CH:12]=[C:11]([S:15][C:24]2[CH:29]=[CH:28][C:27]([Cl:30])=[CH:26][N:25]=2)[CH:10]=1 |f:2.3|. Procedure: To a dimethylformamide (7.0 mL) solution of 3-mercapto-benzoic acid methyl ester (600 mg, 3.5 mmol) was added potassium t-butoxide (500 mg, 4.0 mmol). Upon stirring the reaction at room temperature for 15 min, 2-bromo-5-chloro-pyridine (700 mg, 3.5 mmol) was added. The reaction was stirred at room temperature for 15 h. Crude reaction mass was added to water, aqueous layer was acidified to pH 4.0 and product was extracted with ethyl acetate to give 3-(5-chloro-pyridin-2-ylsulfanyl)-benzoic acid m... Reactants: O=C(n1ccnc1)n1ccnc1, Cc1c(CCN)[nH]c2ccccc12, C1CCOC1. Product: Cc1c2n(c3ccccc13)C(=O)NCC2. As a reaction SMILES: [C:14](=[O:15])([n:16]1[cH:17][cH:18][n:19][cH:20]1)[n:21]1[cH:22][cH:23][n:24][cH:25]1.[CH3:1][c:2]1[c:3]([CH2:11][CH2:12][NH2:13])[nH:4][c:5]2[cH:6][cH:7][cH:8][cH:9][c:10]12.[O:26]1[CH2:27][CH2:28][CH2:29][CH2:30]1>>[CH3:1][c:2]1[c:3]2[n:4]([c:5]3[cH:6][cH:7][cH:8][cH:9][c:10]13)[C:14](=[O:15])[NH:13][CH2:12][CH2:11]2. Starting materials: CN(C=O)C (N,N-dimethylformamide), crude product, O=C1N=C(N=CN1)N1CCN(CC1)C(=O)OC(C)(C)C (tert-butyl 4-(4-oxo-4,5-dihydro-1,3,5-triazin-2-yl)piperazine-1-carboxylate), C([O-])([O-])=O.[K+].[K+] (potassium carbonate), ClC1=CC=C(CBr)C=C1 (4-chlorobenzyl bromide). The solvent is O (water). Conditions: time 1 day. The product is ClC1=CC=C(CN2C(N=C(N=C2)N2CCN(CC2)C(=O)OC(C)(C)C)=O)C=C1 (tert-Butyl 4-[5-(4-chlorobenzyl)-4-oxo-4,5-dihydro-1,3,5-triazin-2-yl]piperazine-1-carboxylate). Isolated yield 68.0%. RXN SMILES: CN(C)C=O.[O:6]=[C:7]1[NH:12][CH:11]=[N:10][C:9]([N:13]2[CH2:18][CH2:17][N:16]([C:19]([O:21][C:22]([CH3:25])([CH3:24])[CH3:23])=[O:20])[CH2:15][CH2:14]2)=[N:8]1.C(=O)([O-])[O-].[K+].[K+].[Cl:32][C:33]1[CH:40]=[CH:39][C:36]([CH2:37]Br)=[CH:35][CH:34]=1>O>[Cl:32][C:33]1[CH:40]=[CH:39][C:36]([CH2:37][N:12]2[CH:11]=[N:10][C:9]([N:13]3[CH2:14][CH2:15][N:16]([C:19]([O:21][C:22]([CH3:25])([CH3:24])[CH3:23])=[O:20])[CH2:17][CH2:18]3)=[N:8][C:7]2=[O:6])=[CH:35][CH:34]=1 |f:2.3.4|. Procedure: To an N,N-dimethylformamide solution (200 mL) of the crude product of tert-butyl 4-(4-oxo-4,5-dihydro-1,3,5-triazin-2-yl)piperazine-1-carboxylate synthesized in Reference Synthesis Example 7 and potassium carbonate (7.46 g, 54.0 mmol), 4-chlorobenzyl bromide (10.2 g, 49.5 mmol) was added at room temperature and the resultant reaction solution was stirred at room temperature for 1 day. After completion of the reaction, water was added to the reaction solution and a deposited solid was collected b...